This data is from the Open Reaction Database (ORD), a public repository of structured organic reaction records. The task is: describe an organic reaction: reactants, conditions, products, and yield Reactants: Cl (HCl), NC1=CC=C(C=C1)CC(=O)OCC (ethyl 2-(4-aminophenyl)acetate), ClC1=NC=C(C=N1)C1=CC=C(C=C1)OC(F)F (2-chloro-5-(4-(difluoromethoxy)phenyl)pyrimidine), CC=1C=CC(=CC1)S(=O)(=O)O (p-TSA). Solvent: O1CCOCC1 (1,4-dioxane). The product is FC(OC1=CC=C(C=C1)C=1C=NC(=NC1)NC1=CC=C(C=C1)CC(=O)OCC)F (ethyl 2-(4-(5-(4-(difluoromethoxy)phenyl)pyrimidin-2-ylamino)phenyl)acetate). As a reaction SMILES: [NH2:1][C:2]1[CH:7]=[CH:6][C:5]([CH2:8][C:9]([O:11][CH2:12][CH3:13])=[O:10])=[CH:4][CH:3]=1.Cl[C:15]1[N:20]=[CH:19][C:18]([C:21]2[CH:26]=[CH:25][C:24]([O:27][CH:28]([F:30])[F:29])=[CH:23][CH:22]=2)=[CH:17][N:16]=1.CC1C=CC(S(O)(=O)=O)=CC=1.Cl>O1CCOCC1>[F:30][CH:28]([F:29])[O:27][C:24]1[CH:23]=[CH:22][C:21]([C:18]2[CH:19]=[N:20][C:15]([NH:1][C:2]3[CH:3]=[CH:4][C:5]([CH2:8][C:9]([O:11][CH2:12][CH3:13])=[O:10])=[CH:6][CH:7]=3)=[N:16][CH:17]=2)=[CH:26][CH:25]=1. Reported procedure: A mixture of ethyl 2-(4-aminophenyl)acetate (8 mmol), 2-chloro-5-(4-(difluoromethoxy)phenyl)pyrimidine 30 (4 mmol), and p-TSA (2 mmol) in 1,4-dioxane (4 mL) are heated at reflux for 4 h. The mixture is poured onto 1 N HCl. The solid is filtered, washed with 1 N HCl and dried to afford ethyl 2-(4-(5-(4-(difluoromethoxy)phenyl)pyrimidin-2-ylamino)phenyl)acetate 31 as a yellow solid. 1H NMR (400 MHz, CDCl3) δ 8.57 (s, 2H), 7.92 (s, 1H), 7.54 (d, J=8.5 Hz, 2H), 7.43 (d, J=8.6 Hz, 2H), 7.23 (d, J=8.6... Reactants: Cl.C(C)(C)(C)C1=CC(=C(C=N1)C=1N([C@]([C@](N1)(C)C1=CC=C(C=C1)Cl)(C)C1=CC=C(C=C1)Cl)C(=O)N1CCN(CC1)CC(=O)O)OCC ({4-[(4S,5R)-2-(6-tert-Butyl-4-ethoxy-pyridin-3-yl)-4,5-bis-(4-chloro-phenyl)-4,5-dimethyl-4,5-dihydro-imidazole-1-carbonyl]-piperazin-1-yl}-acetic acid hydrochloride), N1(CCNCC1)C1=CC=C(C#N)C=C1 (4-piperazin-1-yl-benzonitrile). The product is C(C)(C)(C)C1=CC(=C(C=N1)C=1N([C@]([C@](N1)(C)C1=CC=C(C=C1)Cl)(C)C1=CC=C(C=C1)Cl)C(=O)N1CCN(CC1)CC(=O)N1CCN(CC1)C1=CC=C(C#N)C=C1)OCC (4-[4-(2-{4-[(4S,5R)-2-(6-tert-Butyl-4-ethoxy-pyridin-3-yl)-4,5-bis-(4-chloro-phenyl)-4,5-dimethyl-4,5-dihydro-imidazole-1-carbonyl]-piperazin-1-yl}-acetyl)-piperazin-1-yl]-benzonitrile). Reaction SMILES: Cl.[C:2]([C:6]1[N:11]=[CH:10][C:9]([C:12]2[N:13]([C:33]([N:35]3[CH2:40][CH2:39][N:38]([CH2:41][C:42]([OH:44])=O)[CH2:37][CH2:36]3)=[O:34])[C@@:14]([C:26]3[CH:31]=[CH:30][C:29]([Cl:32])=[CH:28][CH:27]=3)([CH3:25])[C@@:15]([C:18]3[CH:23]=[CH:22][C:21]([Cl:24])=[CH:20][CH:19]=3)([CH3:17])[N:16]=2)=[C:8]([O:45][CH2:46][CH3:47])[CH:7]=1)([CH3:5])([CH3:4])[CH3:3].[N:48]1([C:54]2[CH:61]=[CH:60][C:57]([C:58]#[N:59])=[CH:56][CH:55]=2)[CH2:53][CH2:52][NH:51][CH2:50][CH2:49]1>>[C:2]([C:6]1[N:11]=[CH:10][C:9]([C:12]2[N:13]([C:33]([N:35]3[CH2:36][CH2:37][N:38]([CH2:41][C:42]([N:51]4[CH2:50][CH2:49][N:48]([C:54]5[CH:55]=[CH:56][C:57]([C:58]#[N:59])=[CH:60][CH:61]=5)[CH2:53][CH2:52]4)=[O:44])[CH2:39][CH2:40]3)=[O:34])[C@@:14]([C:26]3[CH:31]=[CH:30][C:29]([Cl:32])=[CH:28][CH:27]=3)([CH3:25])[C@@:15]([C:18]3[CH:19]=[CH:20][C:21]([Cl:24])=[CH:22][CH:23]=3)([CH3:17])[N:16]=2)=[C:8]([O:45][CH2:46][CH3:47])[CH:7]=1)([CH3:3])([CH3:5])[CH3:4] |f:0.1|. Reported procedure: In a manner analogous to the method described in examples 99, {4-[(4S,5R)-2-(6-tert-butyl-4-ethoxy-pyridin-3-yl)-4,5-bis-(4-chloro-phenyl)-4,5-dimethyl-4,5-dihydro-imidazole-1-carbonyl]-piperazin-1-yl}-acetic acid hydrochloride (example 94) was coupled with 4-piperazin-1-yl-benzonitrile (Fluka) to give the title compound. HR-MS (ES, m/z) calculated for C46H53Cl2N8O3 [(M+H)+] 835.3612, observed 835.3611. Reactants: O=C([O-])[O-], CC[SiH](CC)CC, COC(=O)C1CCCC2(CCC(O[Si](c3ccccc3)(c3ccccc3)C(C)(C)C)C2)C1=O, Cc1ccccc1, [K+], [K+], O, O=C(O)C(F)(F)F. Yields the product COC(=O)C1CCCC2(CCC(O[Si](c3ccccc3)(c3ccccc3)C(C)(C)C)C2)C1O. Reaction SMILES: [C:48](=[O:49])([O-:50])[O-:51].[CH2:41]([SiH:42]([CH2:43][CH3:44])[CH2:45][CH3:46])[CH3:47].[CH3:1][O:2][C:3](=[O:4])[CH:5]1[C:6](=[O:33])[C:7]2([CH2:8][CH2:9][CH:10]([O:12][Si:13]([c:14]3[cH:15][cH:16][cH:17][cH:18][cH:19]3)([c:20]3[cH:21][cH:22][cH:23][cH:24][cH:25]3)[C:26]([CH3:27])([CH3:28])[CH3:29])[CH2:11]2)[CH2:30][CH2:31][CH2:32]1.[CH3:54][c:55]1[cH:56][cH:57][cH:58][cH:59][cH:60]1.[K+:52].[K+:53].[OH2:61].[OH:34][C:35]([C:36]([F:37])([F:38])[F:39])=[O:40]>>[CH3:1][O:2][C:3](=[O:4])[CH:5]1[CH:6]([OH:33])[C:7]2([CH2:8][CH2:9][CH:10]([O:12][Si:13]([c:14]3[cH:15][cH:16][cH:17][cH:18][cH:19]3)([c:20]3[cH:21][cH:22][cH:23][cH:24][cH:25]3)[C:26]([CH3:27])([CH3:28])[CH3:29])[CH2:11]2)[CH2:30][CH2:31][CH2:32]1.